The task is: describe an organic reaction: reactants, conditions, products, and yield. This data is from the Open Reaction Database (ORD), a public repository of structured organic reaction records. The reactants are FC(C(=O)N(C1=CC=C(C(=O)OCC)C=C1)CCOC1=CC=CC2=CC=CC=C12)(F)F (ethyl 4-[N-trifluoroacetyl-2-(1-naphthyloxy)ethylamino]benzoate), [Cl-].[Al+3].[Cl-].[Cl-] (aluminum chloride), N#CBr (cyanogen bromide), C(Cl)Cl (methylene chloride). Solvent: O (water). Run at time 5 hour. Yields the product FC(C(=O)N(C1=CC=C(C(=O)OCC)C=C1)CCOC1=CC=C(C2=CC=CC=C12)C#N)(F)F (Ethyl 4-[N-trifluoroacetyl-2-(4-cyano-1-naphthyloxy)ethylamino]benzoate). RXN SMILES: [F:1][C:2]([F:31])([F:30])[C:3]([N:5]([CH2:17][CH2:18][O:19][C:20]1[C:29]2[C:24](=[CH:25][CH:26]=[CH:27][CH:28]=2)[CH:23]=[CH:22][CH:21]=1)[C:6]1[CH:16]=[CH:15][C:9]([C:10]([O:12][CH2:13][CH3:14])=[O:11])=[CH:8][CH:7]=1)=[O:4].[N:32]#[C:33]Br.C(Cl)Cl.[Cl-].[Al+3].[Cl-].[Cl-]>O>[F:1][C:2]([F:30])([F:31])[C:3]([N:5]([CH2:17][CH2:18][O:19][C:20]1[C:29]2[C:24](=[CH:25][CH:26]=[CH:27][CH:28]=2)[C:23]([C:33]#[N:32])=[CH:22][CH:21]=1)[C:6]1[CH:16]=[CH:15][C:9]([C:10]([O:12][CH2:13][CH3:14])=[O:11])=[CH:8][CH:7]=1)=[O:4] |f:3.4.5.6|. Procedure: To a solution of 5.4 g. of ethyl 4-[N-trifluoroacetyl-2-(1-naphthyloxy)ethylamino]benzoate and 1.5 g. of cyanogen bromide in 200 ml. of methylene chloride at -5° C. is added 5.7 g. of anhydrous aluminum chloride. The solution is allowed to stand at room temperature for 5 hours and then poured into 200 ml. of ice and water. After addition of 20 ml. of concentrated hydrochloric acid, the organic layer is seperated, washed with water, dried and evaporated to dryness. Recrystallization from 75% aque...